Dataset: the Open Reaction Database (ORD), a public repository of structured organic reaction records. Task: describe an organic reaction: reactants, conditions, products, and yield The reactants are C(C=C)N1CCNCC1 (N-allylpiperazine), C(C)SC1=NC2=CC=CC=C2C(N1)=O (2-ethylthio-4(3H)-quinazolinone). Run in C(C)(=O)OCC (ethyl acetate). Run at time 5 hour. Yields the product C(C=C)N1CCN(CC1)C1=NC2=CC=CC=C2C(N1)=O (2-(4-allyl-l-piperazinyl)-4(3H)-quinazolinone). Yield: 89.0%. Reaction SMILES: [CH2:1]([N:4]1[CH2:9][CH2:8][NH:7][CH2:6][CH2:5]1)[CH:2]=[CH2:3].C(S[C:13]1[NH:22][C:21](=[O:23])[C:20]2[C:15](=[CH:16][CH:17]=[CH:18][CH:19]=2)[N:14]=1)C>C(OCC)(=O)C>[CH2:1]([N:4]1[CH2:9][CH2:8][N:7]([C:13]2[NH:22][C:21](=[O:23])[C:20]3[C:15](=[CH:16][CH:17]=[CH:18][CH:19]=3)[N:14]=2)[CH2:6][CH2:5]1)[CH:2]=[CH2:3]. Procedure: N-allylpiperazine (37 g) was added to 30 g of 2-ethylthio-4(3H)-quinazolinone [J. Med. Chem., 11, 392 (1968)], and the mixture was stirred at 140° to 160° C. for 5 hours in a stream of nitrogen. After cooling, the reaction mixture was suspended in ethyl acetate and filtered. The resulting crude crystals were recrystallized from ethanol/ethyl acetate to give 35 g of 2-(4-allyl-l-piperazinyl)-4(3H)-quinazolinone.